Dataset: the Open Reaction Database (ORD), a public repository of structured organic reaction records. Task: describe an organic reaction: reactants, conditions, products, and yield Reactants: C1CCOC1, COC(=O)OC, [H-], [Na+], COC(=O)Cc1ccc(Oc2ccccc2)cc1. Yields the product COC(=O)C(C(=O)OC)c1ccc(Oc2ccccc2)cc1. As a reaction SMILES: [CH2:27]1[O:28][CH2:29][CH2:30][CH2:31]1.[CH3:21][O:22][C:23]([O:24][CH3:26])=[O:25].[H-:2].[Na+:1].[O:3]([c:4]1[cH:5][cH:6][cH:7][cH:8][cH:9]1)[c:10]1[cH:11][cH:12][c:13]([CH2:16][C:17](=[O:18])[O:19][CH3:20])[cH:14][cH:15]1>>[O:3]([c:4]1[cH:5][cH:6][cH:7][cH:8][cH:9]1)[c:10]1[cH:11][cH:12][c:13]([CH:16]([C:17](=[O:18])[O:19][CH3:20])[C:23]([O:22][CH3:21])=[O:24])[cH:14][cH:15]1. Reactants: OCc1cccc(OCc2nc(-c3ccc(Cl)cc3)cs2)c1, O=C1NC(=O)c2ccccc21, C1CCOC1, c1ccc(P(c2ccccc2)c2ccccc2)cc1. Product: O=C1c2ccccc2C(=O)N1Cc1cccc(OCc2nc(-c3ccc(Cl)cc3)cs2)c1. RXN SMILES: [Cl:1][c:2]1[cH:3][cH:4][c:5](-[c:8]2[n:9][c:10]([CH2:13][O:14][c:15]3[cH:16][c:17]([CH2:21][OH:22])[cH:18][cH:19][cH:20]3)[s:11][cH:12]2)[cH:6][cH:7]1.[O:42]=[C:43]1[NH:44][C:45](=[O:46])[c:47]2[cH:48][cH:49][cH:50][cH:51][c:52]21.[O:53]1[CH2:54][CH2:55][CH2:56][CH2:57]1.[c:23]1([P:24]([c:25]2[cH:26][cH:27][cH:28][cH:29][cH:30]2)[c:31]2[cH:32][cH:33][cH:34][cH:35][cH:36]2)[cH:37][cH:38][cH:39][cH:40][cH:41]1>>[Cl:1][c:2]1[cH:3][cH:4][c:5](-[c:8]2[n:9][c:10]([CH2:13][O:14][c:15]3[cH:16][c:17]([CH2:21][N:44]4[C:43](=[O:42])[c:52]5[c:47]([cH:48][cH:49][cH:50][cH:51]5)[C:45]4=[O:46])[cH:18][cH:19][cH:20]3)[s:11][cH:12]2)[cH:6][cH:7]1. Starting materials: NC1=C2C(=NCN1C1=CC=C(C=C1)N)SC=C2 (4-Amino-3-(4-aminophenyl)thieno[2,3-d]pyrimidine), solution, ClC=1C=C(C=CC1Cl)C1(CC1)C(=O)Cl (1-(3,4-Dichloro-phenyl)-cyclopropanecarbonyl chloride), solution. The solvent is N1=CC=CC=C1 (pyridine). Conditions: time 3 day. Product: NC1=C2C(=NCN1C1=CC=C(C=C1)NC(=O)C1(CC1)C1=CC(=C(C=C1)Cl)Cl)SC=C2 (4-Amino-3-(4-((1-(3,4-dichlorophenyl)-cyclopropanecarbonyl)amino)phenyl)thieno[2,3-d]pyrimidine). Reaction SMILES: [NH2:1][C:2]1[N:7]([C:8]2[CH:13]=[CH:12][C:11]([NH2:14])=[CH:10][CH:9]=2)[CH2:6][N:5]=[C:4]2[S:15][CH:16]=[CH:17][C:3]=12.[Cl:18][C:19]1[CH:20]=[C:21]([C:26]2([C:29](Cl)=[O:30])[CH2:28][CH2:27]2)[CH:22]=[CH:23][C:24]=1[Cl:25]>N1C=CC=CC=1>[NH2:1][C:2]1[N:7]([C:8]2[CH:9]=[CH:10][C:11]([NH:14][C:29]([C:26]3([C:21]4[CH:22]=[CH:23][C:24]([Cl:25])=[C:19]([Cl:18])[CH:20]=4)[CH2:28][CH2:27]3)=[O:30])=[CH:12][CH:13]=2)[CH2:6][N:5]=[C:4]2[S:15][CH:16]=[CH:17][C:3]=12. Procedure: To a solution of 4-Amino-3-(4-aminophenyl)thieno[2,3-d]pyrimidine (0.3 mL of a 0.324 M solution, 0.1 mmol) 1-(3,4-Dichloro-phenyl)-cyclopropanecarbonyl chloride (0.2 mL of a 1 M solution in pyridine, 0.2 mmol) was added in one portion. After the mixture was stirred at room temperature for 3 d, the reaction was purified by hplc to afford the title compound as a beige solid. MS(ES) m/e 455 [M+H]. Conditions: time 1 hour. The reactants are BrBr (Bromine), OC1=CC=C(C=C1)[Bi](C1=CC=C(C=C1)O)C1=CC=C(C=C1)O (Tris(4-hydroxyphenyl)bismuthine). Run in CO (methanol). RXN SMILES: [Br:1]Br.[OH:3][C:4]1[CH:9]=[CH:8][C:7]([Bi:10]([C:18]2[CH:23]=[CH:22][C:21]([OH:24])=[CH:20][CH:19]=2)[C:11]2[CH:16]=[CH:15][C:14]([OH:17])=[CH:13][CH:12]=2)=[CH:6][CH:5]=1>CO>[Br-:1].[Br-:1].[OH:3][C:4]1[CH:9]=[CH:8][C:7]([Bi:10]([C:18]2[CH:23]=[CH:22][C:21]([OH:24])=[CH:20][CH:19]=2)[C:11]2[CH:16]=[CH:15][C:14]([OH:17])=[CH:13][CH:12]=2)=[CH:6][CH:5]=1 |f:3.4.5|. The product is [Br-].[Br-].OC1=CC=C(C=C1)[Bi](C1=CC=C(C=C1)O)C1=CC=C(C=C1)O (Tris(4-hydroxyphenyl)bismuthine dibromide). Procedure: Bromine (3 mmol, 0.16 ml) was added dropwise to a stirred mixture of tris (4-hydroxyphenyl) bismuthine (Example 5) (1.5 g, 3 mmol) in methanol (25 ml) at 0° C. The mixture was stirred for 1 hour at ambient temperature. The solvent was removed under reduced pressure. The residue was washed with chloroform and the title compound isolated as a white crystalline material. Yield: 1.20 g (62%). Starting materials: CC1=C(C=C(N)C=C1)NC1=NC=NC(=C1)C=1C=NC=CC1 (4-methyl-3-[6-(3-pyridyl)pyrimidin-4-ylamino]aniline), Cl.Cl.CN1CCN(CC1)CC1=C(C=C(C(=O)Cl)C=C1)C(F)(F)F (4-(4-methylpiperazin-1-ylmethyl)-3-trifluoromethylbenzoyl chloride dihydrochloride). Reaction conditions: time 92 hour. The product is CN1CCN(CC1)CC1=C(C=C(C(=O)NC2=CC(=C(C=C2)C)NC2=NC=NC(=C2)C=2C=NC=CC2)C=C1)C(F)(F)F (4-(1-methylpiperazin-4-ylmethyl)-3-trifluoromethyl-N-{4-methyl-3-[6-(3-pyridyl)pyrimidin-4-ylamino]phenyl}benzamide). Reaction SMILES: [CH3:1][C:2]1[CH:8]=[CH:7][C:5]([NH2:6])=[CH:4][C:3]=1[NH:9][C:10]1[CH:15]=[C:14]([C:16]2[CH:17]=[N:18][CH:19]=[CH:20][CH:21]=2)[N:13]=[CH:12][N:11]=1.Cl.Cl.[CH3:24][N:25]1[CH2:30][CH2:29][N:28]([CH2:31][C:32]2[CH:40]=[CH:39][C:35]([C:36](Cl)=[O:37])=[CH:34][C:33]=2[C:41]([F:44])([F:43])[F:42])[CH2:27][CH2:26]1>>[CH3:24][N:25]1[CH2:26][CH2:27][N:28]([CH2:31][C:32]2[CH:40]=[CH:39][C:35]([C:36]([NH:6][C:5]3[CH:7]=[CH:8][C:2]([CH3:1])=[C:3]([NH:9][C:10]4[CH:15]=[C:14]([C:16]5[CH:17]=[N:18][CH:19]=[CH:20][CH:21]=5)[N:13]=[CH:12][N:11]=4)[CH:4]=3)=[O:37])=[CH:34][C:33]=2[C:41]([F:44])([F:42])[F:43])[CH2:29][CH2:30]1 |f:1.2.3|. Procedure details: This compound was prepared in the same manner as in Example 1, except that 4-methyl-3-[6-(3-pyridyl)pyrimidin-4-ylamino]aniline (Reference Example 20) and 4-(4-methylpiperazin-1-ylmethyl)-3-trifluoromethylbenzoyl chloride dihydrochloride (Reference Example 2) were used, and that the reaction was conducted at room temperature for 92 hours and the resulting crude crystals were washed with ethyl acetate. Starting materials: C1CNCCN1, CN(C)c1cccc(COc2cncc(Cl)n2)c1, [K+], [K+], O=C([O-])[O-]. Product: CN(C)c1cccc(COc2cncc(N3CCNCC3)n2)c1. As a reaction SMILES: [CH2:19]1[CH2:20][NH:21][CH2:22][CH2:23][NH:24]1.[Cl:1][c:2]1[n:3][c:4]([O:8][CH2:9][c:10]2[cH:11][c:12]([N:16]([CH3:17])[CH3:18])[cH:13][cH:14][cH:15]2)[cH:5][n:6][cH:7]1.[K+:25].[K+:26].[O-:27][C:28]([O-:29])=[O:30]>>[c:2]1([N:21]2[CH2:20][CH2:19][NH:24][CH2:23][CH2:22]2)[n:3][c:4]([O:8][CH2:9][c:10]2[cH:11][c:12]([N:16]([CH3:17])[CH3:18])[cH:13][cH:14][cH:15]2)[cH:5][n:6][cH:7]1.